This data is from the Open Reaction Database (ORD), a public repository of structured organic reaction records. The task is: describe an organic reaction: reactants, conditions, products, and yield Product: CC(O[Si](C)(C)C(C)(C)C)C1C(=O)NC1C#C[Si](C)(C)C. The reactants are CC(C)(C)[Si](C)(C)Cl, CCOC(C)=O, CN(C)C=O, O, CC(O)C1C(=O)NC1C#C[Si](C)(C)C, c1c[nH]cn1. Reaction SMILES: [C:6]([CH3:7])([CH3:8])([CH3:9])[Si:10]([CH3:11])([CH3:12])[Cl:13].[CH3:28][CH2:29][O:30][C:31](=[O:32])[CH3:33].[CH3:34][N:35]([CH3:36])[CH:37]=[O:38].[OH2:39].[OH:14][CH:15]([CH3:16])[CH:17]1[C:18](=[O:27])[NH:19][CH:20]1[C:21]#[C:22][Si:23]([CH3:24])([CH3:25])[CH3:26].[nH:1]1[cH:2][cH:3][n:4][cH:5]1>>[C:6]([CH3:7])([CH3:8])([CH3:9])[Si:10]([CH3:11])([CH3:12])[O:14][CH:15]([CH3:16])[CH:17]1[C:18](=[O:27])[NH:19][CH:20]1[C:21]#[C:22][Si:23]([CH3:24])([CH3:25])[CH3:26]. Procedure: The title compound was prepared according to the procedure described in Example 217 by coupling of (4-(4-ethylphenyl)thiophen-3-yl)methanol and ethyl 3-(4-hydroxy-3,5-difluoro phenyl) propanoate followed by hydrolysis of ethyl 3-(4-((3-(4-ethylphenyl)-5-(trifluoromethyl)thiophen-2-yl)methoxy)-3,5-difluorophenyl)propanoate to afford the desired product as an off-white solid. 1H NMR (400 MHz, CDCl3) δ 7.48 (m, 3H), 7.25 (d, J=7.0 Hz, 2H), 6.72 (d, J=6.5 Hz, 2H), 5.08 (s, 2H), 2.88 (t, J=5.5 Hz, 2H... Yields the product C(C)C1=CC=C(C=C1)C=1C(=CSC1)COC1=C(C=C(C=C1F)CCC(=O)O)F (3-(4-((4-(4-ethylphenyl)thiophen-3-yl)methoxy)-3,5-difluorophenyl)propanoic acid). Starting materials: C(C)C1=CC=C(C=C1)C=1C(=CSC1)CO ((4-(4-ethylphenyl)thiophen-3-yl)methanol), ethyl 3-(4-hydroxy-3,5-difluoro phenyl) propanoate, C(C)C1=CC=C(C=C1)C1=C(SC(=C1)C(F)(F)F)COC1=C(C=C(C=C1F)CCC(=O)OCC)F (ethyl 3-(4-((3-(4-ethylphenyl)-5-(trifluoromethyl)thiophen-2-yl)methoxy)-3,5-difluorophenyl)propanoate). Reaction SMILES: [CH2:1]([C:3]1[CH:8]=[CH:7][C:6]([C:9]2[C:10]([CH2:14][OH:15])=[CH:11][S:12][CH:13]=2)=[CH:5][CH:4]=1)[CH3:2].C(C1C=CC(C2C=C(C(F)(F)F)SC=2CO[C:35]2[C:40]([F:41])=[CH:39][C:38]([CH2:42][CH2:43][C:44]([O:46]CC)=[O:45])=[CH:37][C:36]=2[F:49])=CC=1)C>>[CH2:1]([C:3]1[CH:4]=[CH:5][C:6]([C:9]2[C:10]([CH2:14][O:15][C:35]3[C:36]([F:49])=[CH:37][C:38]([CH2:42][CH2:43][C:44]([OH:46])=[O:45])=[CH:39][C:40]=3[F:41])=[CH:11][S:12][CH:13]=2)=[CH:7][CH:8]=1)[CH3:2]. The reactants are BrC1=C(CN2C(N(C(C2(C)C)=O)C2=CC=C(C(=C2)C2=CC=C(C=C2)F)C#N)=O)C=CC(=C1)F (5-[3-(2-bromo-4-fluorobenzyl)-4,4-dimethyl-2,5-dioxoimidazolidin-1-yl]-4′-fluorobiphenyl-2-carbonitrile), NC1=C(CN2C(N(C(C2(C)C)=O)C2=CC(=C(C#N)C=C2)C(F)(F)F)=O)C=CC=C1 (4-[3-(2-Aminobenzyl)-4,4-dimethyl-2,5-dioxoimidazolidin-1-yl]-2-trifluoromethylbenzonitrile), C(C1=CC=CC=C1)(C1=CC=CC=C1)=N (benzophenone imine). Yields the product NC1=C(CN2C(N(C(C2(C)C)=O)C2=CC=C(C(=C2)C2=CC=C(C=C2)F)C#N)=O)C=CC(=C1)F (5-[3-(2-amino-4-fluorobenzyl)-4,4-dimethyl-2,5-dioxoimidazolidin-1-yl]-4′-fluorobiphenyl-2-carbonitrile). RXN SMILES: Br[C:2]1[CH:32]=[C:31]([F:33])[CH:30]=[CH:29][C:3]=1[CH2:4][N:5]1[C:9]([CH3:11])([CH3:10])[C:8](=[O:12])[N:7]([C:13]2[CH:18]=[C:17]([C:19]3[CH:24]=[CH:23][C:22]([F:25])=[CH:21][CH:20]=3)[C:16]([C:26]#[N:27])=[CH:15][CH:14]=2)[C:6]1=[O:28].[NH2:34]C1C=CC=CC=1CN1C(C)(C)C(=O)N(C2C=CC(C#N)=C(C(F)(F)F)C=2)C1=O.C(=N)(C1C=CC=CC=1)C1C=CC=CC=1>>[NH2:34][C:2]1[CH:32]=[C:31]([F:33])[CH:30]=[CH:29][C:3]=1[CH2:4][N:5]1[C:9]([CH3:11])([CH3:10])[C:8](=[O:12])[N:7]([C:13]2[CH:18]=[C:17]([C:19]3[CH:24]=[CH:23][C:22]([F:25])=[CH:21][CH:20]=3)[C:16]([C:26]#[N:27])=[CH:15][CH:14]=2)[C:6]1=[O:28]. Procedure: Compound 253.2 (5-[3-(2-bromo-4-fluorobenzyl)-4,4-dimethyl-2,5-dioxoimidazolidin-1-yl]-4′-fluorobiphenyl-2-carbonitrile) was, as described for the preparation of 61.2, reacted with benzophenone imine to obtain 264.1. Molecular weight 446.15 (C25H20F2N4O2); retention time Rt=2.78 min. [E]; MS (ESI): 447.12 (MH+). The reactants are C(C=C)OC(=O)N1[C@@H](C[C@H](C1)O)C=C(C(C)=O)C ((2S,4R)-1-allyloxycarbonyl-4-hydroxy-2-(2-methyl-3-oxo-1-butenyl)pyrrolidine), IC (iodomethane). Reagents/catalysts: [Ag]=O (silver oxide). Conditions: time 2 day. Product: C(C=C)OC(=O)N1[C@@H](C[C@H](C1)OC)C=C(C(C)=O)C ((2S,4R)-1-allyloxycarbonyl-4-methoxy-2-(2-methyl-3-oxo-1-butenyl)pyrrolidine). As a reaction SMILES: [CH2:1]([O:4][C:5]([N:7]1[CH2:11][C@H:10]([OH:12])[CH2:9][C@H:8]1[CH:13]=[C:14]([CH3:18])[C:15](=[O:17])[CH3:16])=[O:6])[CH:2]=[CH2:3].I[CH3:20]>[Ag]=O>[CH2:1]([O:4][C:5]([N:7]1[CH2:11][C@H:10]([O:12][CH3:20])[CH2:9][C@H:8]1[CH:13]=[C:14]([CH3:18])[C:15](=[O:17])[CH3:16])=[O:6])[CH:2]=[CH2:3]. Reported procedure: To a solution of (2S,4R)-1-allyloxycarbonyl-4-hydroxy-2-(2-methyl-3-oxo-1-butenyl)pyrrolidine (3.0 g) in iodomethane (15 ml) was added silver oxide (10 g), and the mixture was allowed to stand at ambient temperature for 2 days. The resulting precipitate was removed by filtration and the filtrate was evaporated in vacuo. The residue was chromatographed on silica gel (60 ml) eluting with a mixture of n-hexane and ethyl acetate (6:4 V/V) to give (2S,4R)-1-allyloxycarbonyl-4-methoxy-2-(2-methyl-3-ox... Starting materials: C(C(=O)Cl)(=O)Cl (oxalyl chloride), [Cl-].[Na+] (sodium chloride), CN(C=O)C (N,N-dimethylformamide), F\C=C(\CO)/CCC1=CC=C(C=C1)F ((E)-2-(fluoromethylene)-4-(p-fluorophenyl)butan-1-ol). Run at temperature 0 celsius, time 10 minute. The product is ClC/C(/CCC1=CC=C(C=C1)F)=C/F ((E)-1-chloro-2-(fluoromethylene)-4-(p-fluorophenyl)butane). Procedure details: Combine oxalyl chloride (2.71 g, 21.4 mmol) and toluene (20 mL). Cool to 0° C. Add N,N-dimethylformamide (1.62 g, 22.2 mmol) as a solution in toluene (2 mL). Warm to ambient temperature. After 10 minutes, cool to 0° C. Add (E)-2-(fluoromethylene)-4-(p-fluorophenyl)butan-1-ol (4.0 g, 20.2 mmol). Warm to ambient temperature. After 18 hours, pour the reaction mixture into a saturated sodium chloride solution (100 mL). Extract the aqueous layer 3 times with toluene. Dry the combined organic layers o... Run in C1(=CC=CC=C1)C (toluene), C1(=CC=CC=C1)C (toluene). RXN SMILES: C(Cl)(=O)C([Cl:4])=O.CN(C)C=O.[F:12]/[CH:13]=[C:14](\[CH2:17][CH2:18][C:19]1[CH:24]=[CH:23][C:22]([F:25])=[CH:21][CH:20]=1)/[CH2:15]O.[Cl-].[Na+]>C1(C)C=CC=CC=1>[Cl:4][CH2:15]/[C:14](=[CH:13]/[F:12])/[CH2:17][CH2:18][C:19]1[CH:24]=[CH:23][C:22]([F:25])=[CH:21][CH:20]=1 |f:3.4|.